Task: describe an organic reaction: reactants, conditions, products, and yield. Dataset: the Open Reaction Database (ORD), a public repository of structured organic reaction records Starting materials: C(C)(=O)OCC (ethyl acetate), NC1=NC=NN2C1=C(C=C2C2CCN(CC2)C(=O)OC(C)(C)C)C2=CC(=C(C=C2)NC(=O)NC2=NC=CC(=C2)C(F)(F)F)F (tert-butyl 4-(4-amino-5-{3-fluoro-4-[({[4-(trifluoromethyl)pyridin-2-yl]amino}carbonyl)amino]phenyl}pyrrolo[2,1-f][1,2,4]triazin-7-yl)piperidine-1-carboxylate), C(=O)(C(F)(F)F)O (TFA). Run in ClCCCl (1,2-dichloroethane). Reaction conditions: time 10 minute. Yields the product NC1=NC=NN2C1=C(C=C2C2CCNCC2)C2=CC(=C(C=C2)NC(=O)NC2=NC=CC(=C2)C(F)(F)F)F (N-[4-(4-amino-7-piperidin-4-ylpyrrolo[2,1-f][1,2,4]triazin-5-yl)-2-fluorophenyl]-N′-[4-(trifluoromethyl)pyridin-2-yl]urea). The yield is 91.4%. Reaction SMILES: [NH2:1][C:2]1[C:7]2=[C:8]([C:24]3[CH:29]=[CH:28][C:27]([NH:30][C:31]([NH:33][C:34]4[CH:39]=[C:38]([C:40]([F:43])([F:42])[F:41])[CH:37]=[CH:36][N:35]=4)=[O:32])=[C:26]([F:44])[CH:25]=3)[CH:9]=[C:10]([CH:11]3[CH2:16][CH2:15][N:14](C(OC(C)(C)C)=O)[CH2:13][CH2:12]3)[N:6]2[N:5]=[CH:4][N:3]=1.C(O)(C(F)(F)F)=O.C(OCC)(=O)C>ClCCCl>[NH2:1][C:2]1[C:7]2=[C:8]([C:24]3[CH:29]=[CH:28][C:27]([NH:30][C:31]([NH:33][C:34]4[CH:39]=[C:38]([C:40]([F:42])([F:43])[F:41])[CH:37]=[CH:36][N:35]=4)=[O:32])=[C:26]([F:44])[CH:25]=3)[CH:9]=[C:10]([CH:11]3[CH2:16][CH2:15][NH:14][CH2:13][CH2:12]3)[N:6]2[N:5]=[CH:4][N:3]=1. Procedure details: A suspension of Example 270 (930 mg, 1.5 mmol) in 60 mL 1,2-dichloroethane was treated with 15 mL TFA at rt. The reaction quickly became homogeneous and at 10 min no starting material remained by RP-HPLC. The reaction mixture was concentrated in vacuo, and the residue taken up again in fresh 1,2-dichloroethane and concentrated again; this was repeated 2 times. The residue was taken up in THF (15 mL) and EtOAc (85 mL) and washed with aq. sodium carbonate. The organic layer was dried with sodium s... Reactants: C(C)(C)(C)OC(NCC1CN(CCO1)C1=NC=NC=2NC3=CC=CC=C3C21)=O ([4-(9H-pyrimido[4,5-b]indol-4-yl)-morpholin-2-ylmethyl]-carbamic acid tert-butyl ester), Cl.O1CCOCC1 (HCl dioxane). Run in CO (methanol). The product is N1=CN=C(C2=C1NC1=CC=CC=C21)N2CC(OCC2)CN (C-[4-(9H-Pyrimido[4,5-b]indol-4-yl)-morpholin-2-yl]-methylamine). Yield: 4.6%. Reaction SMILES: C(OC(=O)[NH:7][CH2:8][CH:9]1[O:14][CH2:13][CH2:12][N:11]([C:15]2[C:27]3[C:26]4[C:21](=[CH:22][CH:23]=[CH:24][CH:25]=4)[NH:20][C:19]=3[N:18]=[CH:17][N:16]=2)[CH2:10]1)(C)(C)C.Cl.O1CCOCC1>CO>[N:18]1[C:19]2[NH:20][C:21]3[C:26]([C:27]=2[C:15]([N:11]2[CH2:12][CH2:13][O:14][CH:9]([CH2:8][NH2:7])[CH2:10]2)=[N:16][CH:17]=1)=[CH:25][CH:24]=[CH:23][CH:22]=3 |f:1.2|. Reported procedure: A solution of [4-(9H-pyrimido[4,5-b]indol-4-yl)-morpholin-2-ylmethyl]-carbamic acid tert-butyl ester (0.021 g, 0.548 mmol) and 4M HCl-dioxane (1 mL) in methanol (5 mL) was stirred at room temperature for 2.5 hours. The solution was evaporated to dryness and purified by Ion exchange on SCX-II acidic resin (2 g) eluting with methanol, then 2 M ammonia-methanol. The basic fractions were combined. Preparative silica TLC, eluting with 1% ammonia—9% methanol—90% dichloromethane, gave the title compoun...